From a dataset of the Open Reaction Database (ORD), a public repository of structured organic reaction records. describe an organic reaction: reactants, conditions, products, and yield Yields the product S1C(SCCC1)C1=NN=C(S1)NC(C1=C(C=CC=C1OC)OC)=O (N-[5-(1,3-dithian-2-yl)-1,3,4-thiadiazol-2-yl]-2,6-dimethoxybenzamide). Procedure details: A solution of 1.0 g. of 2,6-dimethoxybenzoyl chloride and 1.1 g of 2-amino-5-(1,3-dithian-2-yl)-1,3,4-thiadiazole in 20 ml of toluene was heated at reflux for eighteen hours under a nitrogen atmosphere. The reaction mixture was cooled to room temperature and the solvent was removed by evaporation under reduced pressure to provide a white solid. The solid was chromatographed over silica gel to provide 1.2 g (60% yield) of N-[5-(1,3-dithian-2-yl)-1,3,4-thiadiazol-2-yl]-2,6-dimethoxybenzamide. The yield is 60.0%. Starting materials: COC1=C(C(=O)Cl)C(=CC=C1)OC (2,6-dimethoxybenzoyl chloride), NC=1SC(=NN1)C1SCCCS1 (2-amino-5-(1,3-dithian-2-yl)-1,3,4-thiadiazole). Solvent: C1(=CC=CC=C1)C (toluene). Reaction SMILES: [CH3:1][O:2][C:3]1[CH:11]=[CH:10][CH:9]=[C:8]([O:12][CH3:13])[C:4]=1[C:5](Cl)=[O:6].[NH2:14][C:15]1[S:16][C:17]([CH:20]2[S:25][CH2:24][CH2:23][CH2:22][S:21]2)=[N:18][N:19]=1>C1(C)C=CC=CC=1>[S:21]1[CH2:22][CH2:23][CH2:24][S:25][CH:20]1[C:17]1[S:16][C:15]([NH:14][C:5](=[O:6])[C:4]2[C:3]([O:2][CH3:1])=[CH:11][CH:10]=[CH:9][C:8]=2[O:12][CH3:13])=[N:19][N:18]=1. Starting materials: compound, ClC1=NC=NC2=CC=C(C=C12)O (4-chloro-6-hydroxy-quinazoline), ClC1=C(C(=CC=C1)S(=O)(=O)CC)Cl (1,2-dichloro-3-(ethanesulfonyl)benzene), NC1=NC(=NS1)C (5-amino-3-methyl-[1,2,4]thiadiazole). The product is ClC1=C(OC=2C=C3C(=NC=NC3=CC2)NC2=NC(=NS2)C)C(=CC=C1)S(=O)(=O)CC (6-[2-Chloro-6-(ethylsulfonyl)phenoxy]-N-(3-methyl-1,2,4-thiadiazol-5-yl)quinazolin-4-yl-amine). As a reaction SMILES: [Cl:1][C:2]1[CH:7]=[CH:6][CH:5]=[C:4]([S:8]([CH2:11][CH3:12])(=[O:10])=[O:9])[C:3]=1Cl.[NH2:14][C:15]1[S:19][N:18]=[C:17]([CH3:20])[N:16]=1.Cl[C:22]1[C:31]2[C:26](=[CH:27][CH:28]=[C:29]([OH:32])[CH:30]=2)[N:25]=[CH:24][N:23]=1>>[Cl:1][C:2]1[CH:7]=[CH:6][CH:5]=[C:4]([S:8]([CH2:11][CH3:12])(=[O:10])=[O:9])[C:3]=1[O:32][C:29]1[CH:30]=[C:31]2[C:26](=[CH:27][CH:28]=1)[N:25]=[CH:24][N:23]=[C:22]2[NH:14][C:15]1[S:19][N:18]=[C:17]([CH3:20])[N:16]=1. Procedure details: The compound of Example 137 was manufactured by the same method as in Example 95, by a similar method thereto or by a combination of such a method with a conventional method using 1,2-dichloro-3-(ethanesulfonyl)benzene, 5-amino-3-methyl-[1,2,4]thiadiazole and 4-chloro-6-hydroxy-quinazoline. Starting materials: COc1cc(C(=O)O)cc2c1OCO2, O=S(Cl)Cl, c1ccccc1. The product is COc1cc(C(=O)Cl)cc2c1OCO2. RXN SMILES: [CH2:1]1[O:2][c:3]2[cH:4][c:5]([C:6](=[O:7])[OH:8])[cH:9][c:10]([O:13][CH3:14])[c:11]2[O:12]1.[S:15]([Cl:16])([Cl:17])=[O:18].[cH:19]1[cH:20][cH:21][cH:22][cH:23][cH:24]1>>[CH2:1]1[O:2][c:3]2[cH:4][c:5]([C:6](=[O:7])[Cl:17])[cH:9][c:10]([O:13][CH3:14])[c:11]2[O:12]1.